describe an organic reaction: reactants, conditions, products, and yield From a dataset of the Open Reaction Database (ORD), a public repository of structured organic reaction records. The reactants are [OH-].[NH4+] (Ammonium hydroxide), C(C)(C)(C)OC(C1=CC(=C(C=C1)O)C(C)(C)C)=O (3-tert-Butyl-4-hydroxy-benzoic acid tert-butyl ester), C1CCC(CC1)N=C=NC2CCCCC2 (DCC), C=1C=CC2=C(C1)N=NN2O (HOBt). The solvent is CN(C)C=O (DMF). Yields the product C(C)(C)(C)C=1C=C(C(=O)N)C=CC1O (3-tert-Butyl-4-hydroxy-benzamide). The yield is 88.4%. RXN SMILES: C([O:5][C:6](=O)[C:7]1[CH:12]=[CH:11][C:10]([OH:13])=[C:9]([C:14]([CH3:17])([CH3:16])[CH3:15])[CH:8]=1)(C)(C)C.C1CCC([N:25]=C=NC2CCCCC2)CC1.C1C=CC2N(O)N=NC=2C=1.[OH-].[NH4+]>CN(C=O)C>[C:14]([C:9]1[CH:8]=[C:7]([CH:12]=[CH:11][C:10]=1[OH:13])[C:6]([NH2:25])=[O:5])([CH3:17])([CH3:16])[CH3:15] |f:3.4|. Procedure details: The compound of Example 47E (800 mg, 4.1 mmol), DCC (856 mg, 5.4 mmol), and HOBt (540 mg, 5.4 mmol) were mixed in DMF (10 mL). Ammonium hydroxide (28%, 22 mL) was added to the mixture at 0° C. The reaction was stirred over night and purified by silica gel chromatography (70% -90% EtOAc/Hexane) to provide the title compound (700 mg, 87.5%). MS (DCI) m/z 194 (M+H)+. Starting materials: C(C1=CC=CC=C1)OC1=C(NC(=CC(=O)OC)C(F)(F)F)C=C(C(=C1)[N+](=O)[O-])CCCl (Methyl 3-[2-benzyloxy-5-(2-chloroethyl)-4-nitroanilino]4,4,4-trifluoro-2-butenoate). The reagents and catalysts are CC(=O)O.CC(=O)O.[Pd] (Palladium II acetate). Reaction conditions: temperature 68 celsius, time 6 hour. The product is C(C1=CC=CC=C1)OC=1C=C(C(=C2C(=C(NC12)C(F)(F)F)C(=O)OC)CCCl)[N+](=O)[O-] (methyl 7-benzyloxy-4-(2-cloroethyl)-5-nitro-2-trifluoromethylindole-3-carboxylate). Reaction SMILES: [CH2:1]([O:8][C:9]1[CH:25]=[C:24]([N+:26]([O-:28])=[O:27])[C:23]([CH2:29][CH2:30][Cl:31])=[CH:22][C:10]=1[NH:11][C:12]([C:18]([F:21])([F:20])[F:19])=[CH:13][C:14]([O:16][CH3:17])=[O:15])[C:2]1[CH:7]=[CH:6][CH:5]=[CH:4][CH:3]=1>CC(O)=O.CC(O)=O.[Pd]>[CH2:1]([O:8][C:9]1[CH:25]=[C:24]([N+:26]([O-:28])=[O:27])[C:23]([CH2:29][CH2:30][Cl:31])=[C:22]2[C:10]=1[NH:11][C:12]([C:18]([F:19])([F:20])[F:21])=[C:13]2[C:14]([O:16][CH3:17])=[O:15])[C:2]1[CH:7]=[CH:6][CH:5]=[CH:4][CH:3]=1 |f:1.2.3|. Reported procedure: Methyl 3-[2-benzyloxy-5-(2-chloroethyl)-4-nitroanilino]4,4,4-trifluoro-2-butenoate (0.035 g, 0.0763 mmol) was dried under high vacuum in a round bottom flask. Palladium II acetate (0.034 g, 0.153 mmol) was added, the flask was then covered with a septum and flushed with N2. Dry dimethyl acetamiide (20 mL) was then added via syringe under N2. The solution was then degassed three times under vacuum for thirty minutes and purged with N2. The solution was then stirred for six hours and fifteen minut... The reactants are C=C(C)OC, COC(=O)C(O)C(NC(=O)OC(C)(C)C)c1ccc(F)cc1F, Cc1ccc(S(=O)(=O)[O-])cc1, c1ccccc1, c1cc[nH+]cc1. The product is COC(=O)C1OC(C)(C)N(C(=O)OC(C)(C)C)C1c1ccc(F)cc1F. RXN SMILES: [CH3:1][O:2][C:3](=[CH2:4])[CH3:5].[F:23][c:24]1[c:25]([CH:31]([CH:32]([C:33](=[O:34])[O:35][CH3:36])[OH:37])[NH:38][C:39](=[O:40])[O:41][C:42]([CH3:43])([CH3:44])[CH3:45])[cH:26][cH:27][c:28]([F:30])[cH:29]1.[c:6]1([CH3:7])[cH:8][cH:9][c:10]([S:11]([O-:12])(=[O:13])=[O:14])[cH:15][cH:16]1.[cH:46]1[cH:47][cH:48][cH:49][cH:50][cH:51]1.[nH+:17]1[cH:18][cH:19][cH:20][cH:21][cH:22]1>>[C:3]1([CH3:4])([CH3:5])[O:37][CH:32]([C:33](=[O:34])[O:35][CH3:36])[CH:31]([c:25]2[c:24]([F:23])[cH:29][c:28]([F:30])[cH:27][cH:26]2)[N:38]1[C:39](=[O:40])[O:41][C:42]([CH3:43])([CH3:44])[CH3:45]. Reactants: O=C([O-])O, O=C(Cl)c1ccccc1, [Na+], CC(O)C(N)=O, c1ccncc1. Product: CC(OC(=O)c1ccccc1)C(N)=O. RXN SMILES: [C:16](=[O:17])([O-:18])[OH:19].[C:7]([c:8]1[cH:9][cH:10][cH:11][cH:12][cH:13]1)(=[O:14])[Cl:15].[Na+:20].[OH:1][CH:2]([C:3](=[O:4])[NH2:5])[CH3:6].[cH:21]1[cH:22][cH:23][n:24][cH:25][cH:26]1>>[O:1]([CH:2]([C:3](=[O:4])[NH2:5])[CH3:6])[C:7]([c:8]1[cH:9][cH:10][cH:11][cH:12][cH:13]1)=[O:14]. Starting materials: FC=1C=CC=2N(C(C(=C(N2)C(C)N2C(C3=CC=CC=C3C2=O)=O)C2=NC=CC=C2)=O)C1 (2-(1-(7-fluoro-4-oxo-3-(pyridin-2-yl)-4H-pyrido[1,2-a]pyrimidin-2-yl)ethyl)isoindoline-1,3-dione), O.NN (hydrazine, monohydrate). Solvent: CCO (EtOH). Conditions: time 1 hour. Product: NC(C)C=1N=C2N(C(C1C1=NC=CC=C1)=O)C=C(C=C2)F (2-(1-aminoethyl)-7-fluoro-3-(pyridin-2-yl)-4H-pyrido[1,2-a]-pyrimidin-4-one). RXN SMILES: [F:1][C:2]1[CH:3]=[CH:4][C:5]2[N:6]([CH:31]=1)[C:7](=[O:30])[C:8]([C:24]1[CH:29]=[CH:28][CH:27]=[CH:26][N:25]=1)=[C:9]([CH:11]([N:13]1C(=O)C3C(=CC=CC=3)C1=O)[CH3:12])[N:10]=2.O.NN>CCO>[NH2:13][CH:11]([C:9]1[N:10]=[C:5]2[CH:4]=[CH:3][C:2]([F:1])=[CH:31][N:6]2[C:7](=[O:30])[C:8]=1[C:24]1[CH:29]=[CH:28][CH:27]=[CH:26][N:25]=1)[CH3:12] |f:1.2|. Procedure: To a suspension of 2-(1-(7-fluoro-4-oxo-3-(pyridin-2-yl)-4H-pyrido[1,2-a]pyrimidin-2-yl)ethyl)isoindoline-1,3-dione (0.584 g, 1.409 mmol) in EtOH (28.2 mL) was added hydrazine, monohydrate (0.684 mL, 14.09 mmol), and the mixture was stirred under reflux. After 1 h, the mixture was cooled to rt and the precipitate was filtered and washed with EtOAc (50 mL×2). The filtrate was concd under reduced pressure and then it was redissolved in EtOAc (50 mL) and water (50 mL). The aq layer was extracted wi... Reactants: BrBr (bromine), 0.79, [Sn] (tin), C[Sn](C1=NC2=CC=CC=C2C=C1OC)(C)C (2-trimethylstannyl-3-methoxyquinoline), BrC1=NC2=CC=CC=C2C=C1OC (2-bromo-3-methoxyquinoline). Reagents/catalysts: C1=CC=C(C=C1)P(C2=CC=CC=C2)C3=CC=CC=C3.C1=CC=C(C=C1)P(C2=CC=CC=C2)C3=CC=CC=C3.C1=CC=C(C=C1)P(C2=CC=CC=C2)C3=CC=CC=C3.C1=CC=C(C=C1)P(C2=CC=CC=C2)C3=CC=CC=C3.[Pd] (tetrakis(triphenylphosphine) palladium(O)). Solvent: C1(=CC=CC=C1)C (toluene). Product: COC=1C(=NC2=CC=CC=C2C1)C1=NC2=CC=CC=C2C=C1OC (3,3'-Dimethoxy-2,2'-biquinoline). RXN SMILES: C[Sn](C)(C)[C:3]1[C:12]([O:13][CH3:14])=[CH:11][C:10]2[C:5](=[CH:6][CH:7]=[CH:8][CH:9]=2)[N:4]=1.Br[C:18]1[C:27]([O:28][CH3:29])=[CH:26][C:25]2[C:20](=[CH:21][CH:22]=[CH:23][CH:24]=2)[N:19]=1.[Sn].BrBr>C1(C)C=CC=CC=1.C1C=CC(P(C2C=CC=CC=2)C2C=CC=CC=2)=CC=1.C1C=CC(P(C2C=CC=CC=2)C2C=CC=CC=2)=CC=1.C1C=CC(P(C2C=CC=CC=2)C2C=CC=CC=2)=CC=1.C1C=CC(P(C2C=CC=CC=2)C2C=CC=CC=2)=CC=1.[Pd]>[CH3:14][O:13][C:12]1[C:3]([C:18]2[C:27]([O:28][CH3:29])=[CH:26][C:25]3[C:20](=[CH:21][CH:22]=[CH:23][CH:24]=3)[N:19]=2)=[N:4][C:5]2[C:10]([CH:11]=1)=[CH:9][CH:8]=[CH:7][CH:6]=2 |f:5.6.7.8.9,^3:29|. Procedure details: Toluene is distilled over LiAlH4 and made absolute in this manner directly before reaction. Under argon inert gas, 0.79 (2.46 mmol) of the 2-trimethylstannyl-3-methoxyquinoline described above is taken up in 5 ml of absolute toluene. 0.61 g (2.51 mmol) of 2-bromo-3-methoxyquinoline is then added to this solution. The reaction solution has a yellow color. To [sic] 20 mg (0.017 mmol) of tetrakis(triphenylphosphine) palladium(O) are then added to the reaction solution, and the reaction is monitored...